Task: describe an organic reaction: reactants, conditions, products, and yield. Dataset: the Open Reaction Database (ORD), a public repository of structured organic reaction records Starting materials: C(C)(=O)OC=1C(=C(C=CC1OC)I)OC (3-acetoxy-2,4-dimethoxy-iodobenzene), C(#C)C1=CN=CN1C (5-ethynyl-1-methyl-1H-imidazole). Reagents/catalysts: Cl[Pd]([P](C1=CC=CC=C1)(C2=CC=CC=C2)C3=CC=CC=C3)([P](C4=CC=CC=C4)(C5=CC=CC=C5)C6=CC=CC=C6)Cl (Pd(Ph3P)2Cl2). The solvent is CC#N (MeCN), CCN(CC)CC (NEt3). Conditions: temperature 60 celsius, time 8 hour. Product: COC1=C(C(=CC=C1C#CC=1N(C=NC1)C)OC)OC(C)=O (Acetic acid 2,6-dimethoxy-3-(3-methyl-3H-imidazol-4-ylethynyl)-phenyl ester). Yield: 55.8%. Reaction SMILES: [C:1]([O:4][C:5]1[C:6]([O:14][CH3:15])=[C:7](I)[CH:8]=[CH:9][C:10]=1[O:11][CH3:12])(=[O:3])[CH3:2].[C:16]([C:18]1[N:22]([CH3:23])[CH:21]=[N:20][CH:19]=1)#[CH:17]>CC#N.CCN(CC)CC.Cl[Pd](Cl)([P](C1C=CC=CC=1)(C1C=CC=CC=1)C1C=CC=CC=1)[P](C1C=CC=CC=1)(C1C=CC=CC=1)C1C=CC=CC=1>[CH3:15][O:14][C:6]1[C:7]([C:17]#[C:16][C:18]2[N:22]([CH3:23])[CH:21]=[N:20][CH:19]=2)=[CH:8][CH:9]=[C:10]([O:11][CH3:12])[C:5]=1[O:4][C:1](=[O:3])[CH3:2] |^1:36,55|. Procedure: To a stirred solution of 3-acetoxy-2,4-dimethoxy-iodobenzene (250 mg, 0.776 mmol) and 5-ethynyl-1-methyl-1H-imidazole (100 mg, 1.09 mmol) in dry MeCN (3 ml) and dry NEt3 (1 ml) was added Pd(Ph3P)2Cl2 (20 mg, 3.7 mol %) and the reaction vessel was evacuated and backfilled with N2 (g) three times. Copper (I) iodide (15 mg) was added and the reaction was heated to 60° C. and stirred overnight. The resulting dark solution was cooled, diluted with EtOAc and filtered through celite. The filtrate was c... Reactants: C1(=CC=CC=C1)CC(=O)O (phenylacetic acid), C(C(=O)Cl)(=O)Cl (oxalyl chloride). Run in C(Cl)Cl (methylene chloride). Run at time 24 hour. Product: C1(=CC=CC=C1)CC(=O)Cl (phenylacetyl chloride). Yield: 99.6%. RXN SMILES: [C:1]1([CH2:7][C:8]([OH:10])=O)[CH:6]=[CH:5][CH:4]=[CH:3][CH:2]=1.C(Cl)(=O)C([Cl:14])=O>C(Cl)Cl>[C:1]1([CH2:7][C:8]([Cl:14])=[O:10])[CH:6]=[CH:5][CH:4]=[CH:3][CH:2]=1. Procedure: A mixture of 27.2 g (0.2 moles) phenylacetic acid and 28 g (0.22 moles) oxalyl chloride in 150 ml methylene chloride were stirred for 24 hours. Excess reagent and solvent were removed by stripping to give 30.8 g of phenylacetyl chloride, which was used in step (b) without further isolation. Reactants: C1(=CC=CC=C1)C (toluene), [Ti](Cl)(Cl)(Cl)Cl (titanium tetrachloride), [Cl-].C1(=CC=CC=C1)N1CCNCCN(CC1)[Ti+3].[Cl-].[Cl-] (N-phenyl-1,4,7-triazacyclononanyltitanium chloride). The solvent is C(C)OCC (diethyl ether). Run at temperature 40 celsius. Yields the product [Cl-].[Cl-].C1(=CC=CC=C1)N1CCNCCN(CC1)[Ti+2] (N-phenyl-1,4,7-triazacyclononanyltitanium dichloride). Reaction SMILES: [Ti](Cl)(Cl)(Cl)[Cl:2].C1(C)C=CC=CC=1.[Cl-:13].[C:14]1([N:20]2[CH2:28][CH2:27][N:26]([Ti+3:29])[CH2:25][CH2:24][NH:23][CH2:22][CH2:21]2)[CH:19]=[CH:18][CH:17]=[CH:16][CH:15]=1.[Cl-].[Cl-]>C(OCC)C>[Cl-:2].[Cl-:13].[C:14]1([N:20]2[CH2:28][CH2:27][N:26]([Ti+2:29])[CH2:25][CH2:24][NH:23][CH2:22][CH2:21]2)[CH:15]=[CH:16][CH:17]=[CH:18][CH:19]=1 |f:2.3.4.5,7.8.9|. Procedure: Separately, 0.647 g (3.41 millimoles) of titanium tetrachloride was dissolved in 20 milliliters of diethyl ether at −50° C. The resulting solution was dropwise added at −60° C. over 2 hours to the toluene mixed solution prepared previously, and the resulting mixture was then heated to 40° C. and then subjected to reaction for a further 6 hours. Subsequently, the reaction mixture obtained was subjected to recrystallization from a hexane/methylene chloride mixed solvent to isolate the product, the... Reactants: CCc1ccccc1N, ClCCl, Nc1nc2ccccc2s1, O. Product: CCc1ccccc1NC(=O)Nc1nc2ccccc2s1. As a reaction SMILES: [CH3:1][CH2:2][c:3]1[c:4]([NH2:9])[cH:5][cH:6][cH:7][cH:8]1.[Cl:21][CH2:22][Cl:23].[NH2:10][c:11]1[s:12][c:13]2[c:14]([n:15]1)[cH:16][cH:17][cH:18][cH:19]2.[OH2:20]>>[CH3:1][CH2:2][c:3]1[c:4]([NH:9][C:22]([NH:10][c:11]2[s:12][c:13]3[c:14]([n:15]2)[cH:16][cH:17][cH:18][cH:19]3)=[O:20])[cH:5][cH:6][cH:7][cH:8]1. Starting materials: C(C)OC(CN1[C@@H]2[C@H](CC1=O)CCCCCC2)=O (cis-decahydro-2-oxo-1H-cycloocta[b]pyrrole-1-acetic acid ethyl ester), C(C)OCC (diethyl ether), N (ammonia). The solvent is CO (methanol). Conditions: time 18 hour. The product is O=C1C[C@H]2[C@@H](N1CC(=O)N)CCCCCC2 (cis-decahydro-2-oxo-1H-cycloocta[b]pyrrole-1-acetamide). As a reaction SMILES: C([O:3][C:4](=O)[CH2:5][N:6]1[C:10](=[O:11])[CH2:9][C@@H:8]2[CH2:12][CH2:13][CH2:14][CH2:15][CH2:16][CH2:17][C@H:7]12)C.[NH3:19].C(OCC)C>CO>[O:11]=[C:10]1[N:6]([CH2:5][C:4]([NH2:19])=[O:3])[C@H:7]2[CH2:17][CH2:16][CH2:15][CH2:14][CH2:13][CH2:12][C@H:8]2[CH2:9]1. Procedure details: A solution of cis-decahydro-2-oxo-1H-cycloocta[b]pyrrole-1-acetic acid ethyl ester (4.0 g, 0.0157 mole) in methanol (30 ml) is saturated with anhydrous ammonia. The solution is stirred 18 hours. The solution is concentrated at reduced pressure to yield a solid. Trituration with anhydrous diethyl ether yields pure cis-decahydro-2-oxo-1H-cycloocta[b]pyrrole-1-acetamide with mp 110°-112° C. Starting materials: C(C1=CC=CC=C1)OC1=CC=C(OCC(=O)[C@H]2N(CCC2)C([C@H]2N(CCC2)C(CCC2=CC=CC=C2)=O)=O)C=C1 ((2S)-2-[4-(benzyloxy)phenoxyacetyl]-1-[N-(3-phenylpropionyl)-L-prolyl]pyrrolidine), O (water), C(C)(=O)O (acetic acid). Reagents/catalysts: [Pd] (Pd). The solvent is CO (methanol). Conditions: time 4 hour. Yields the product OC1=CC=C(OCC(=O)[C@H]2N(CCC2)C([C@H]2N(CCC2)C(CCC2=CC=CC=C2)=O)=O)C=C1 ((2S)-2-(4-Hydroxyphenoxyacetyl)-l-[N-(3-phenylpropionyl)-L-prolyl]pyrrolidine). The yield is 59.2%. RXN SMILES: C([O:8][C:9]1[CH:40]=[CH:39][C:12]([O:13][CH2:14][C:15]([C@@H:17]2[CH2:21][CH2:20][CH2:19][N:18]2[C:22](=[O:38])[C@@H:23]2[CH2:27][CH2:26][CH2:25][N:24]2[C:28](=[O:37])[CH2:29][CH2:30][C:31]2[CH:36]=[CH:35][CH:34]=[CH:33][CH:32]=2)=[O:16])=[CH:11][CH:10]=1)C1C=CC=CC=1.O.C(O)(=O)C>CO.[Pd]>[OH:8][C:9]1[CH:10]=[CH:11][C:12]([O:13][CH2:14][C:15]([C@@H:17]2[CH2:21][CH2:20][CH2:19][N:18]2[C:22](=[O:38])[C@@H:23]2[CH2:27][CH2:26][CH2:25][N:24]2[C:28](=[O:37])[CH2:29][CH2:30][C:31]2[CH:32]=[CH:33][CH:34]=[CH:35][CH:36]=2)=[O:16])=[CH:39][CH:40]=1. Procedure details: To a solution of (2S)-2-[4-(benzyloxy)phenoxyacetyl]-1-[N-(3-phenylpropionyl)-L-prolyl]pyrrolidine (1.44 g) in a mixture of methanol (50 ml), water (30 ml) and acetic acid (20 ml) was added Pd-Black (300 mg), and the mixutre was stirred at room temperature under hydrogen atmosphere for 4 hours. The reaction mixture was concentrated, and the concentrate was poured into saturated aqueous solution of sodium bicarbonate and extracted with ethyl acetate. The organic layer was washed with saturated aq... The reactants are ClC1=C(C=C(C=C1)C1=NC=2N(C(=C1)C(F)(F)F)N=CC2C#C)C (5-(4-chloro-3-methyl-phenyl)-3-ethynyl-7-trifluoromethyl-pyrazolo[1,5-a]pyrimidine), BrC=1C(=CC(=C(C1)S(=O)(=O)N)F)F (5-bromo-2,4-difluoro-benzenesulfonamide). Product: ClC1=C(C=C(C=C1)C1=NC=2N(C(=C1)C(F)(F)F)N=CC2C#CC=2C(=CC(=C(C2)S(=O)(=O)N)F)F)C (5-[5-(4-Chloro-3-methyl-phenyl)-7-trifluoromethyl-pyrazolo[1,5-a]pyrimidin-3-ylethynyl]-2,4-difluoro-benzenesulfonamide), solid. Isolated yield 47.0%. Reaction SMILES: [Cl:1][C:2]1[CH:7]=[CH:6][C:5]([C:8]2[CH:13]=[C:12]([C:14]([F:17])([F:16])[F:15])[N:11]3[N:18]=[CH:19][C:20]([C:21]#[CH:22])=[C:10]3[N:9]=2)=[CH:4][C:3]=1[CH3:23].Br[C:25]1[C:26]([F:36])=[CH:27][C:28]([F:35])=[C:29]([S:31]([NH2:34])(=[O:33])=[O:32])[CH:30]=1>>[Cl:1][C:2]1[CH:7]=[CH:6][C:5]([C:8]2[CH:13]=[C:12]([C:14]([F:15])([F:17])[F:16])[N:11]3[N:18]=[CH:19][C:20]([C:21]#[C:22][C:25]4[C:26]([F:36])=[CH:27][C:28]([F:35])=[C:29]([S:31]([NH2:34])(=[O:32])=[O:33])[CH:30]=4)=[C:10]3[N:9]=2)=[CH:4][C:3]=1[CH3:23]. Reported procedure: The title compound was prepared from 5-(4-chloro-3-methyl-phenyl)-3-ethynyl-7-trifluoromethyl-pyrazolo[1,5-a]pyrimidine (example C.11) (178 mg, 0.5 mmol) and commercially available 5-bromo-2,4-difluoro-benzenesulfonamide (136 mg, 0.5 mmol) according to general procedure II. Obtained as a yellow solid (125 mg, 47%). MS (ISN) 525.2 [(M−H)−]; mp 294° C.